From a dataset of the Open Reaction Database (ORD), a public repository of structured organic reaction records. describe an organic reaction: reactants, conditions, products, and yield Starting materials: CN1C=CC2=CC(=CC=C12)SC1=C(C=C(C=C1)\C=C\C(=O)N1CCC(CC1)C(=O)OCC)Cl ((1-Methylindol-5-yl)[2-chloro-4-(E-((4-carboethoxypiperidin-1-yl)carbonyl)ethenyl)phenyl]sulfide), [OH-].[K+] (KOH), [OH-].[Na+] (NaOH). The solvent is O (H2O). Yields the product CN1C=CC2=CC(=CC=C12)SC1=C(C=C(C=C1)\C=C\C(=O)N1CCC(CC1)C(=O)O)Cl ((1-Methylindol-5-yl)[2-chloro-4-(E-((4-carboxypiperidin-1-yl)carbonyl)ethenyl)phenyl]sulfide). RXN SMILES: [CH3:1][N:2]1[C:10]2[C:5](=[CH:6][C:7]([S:11][C:12]3[CH:17]=[CH:16][C:15](/[CH:18]=[CH:19]/[C:20]([N:22]4[CH2:27][CH2:26][CH:25]([C:28]([O:30]CC)=[O:29])[CH2:24][CH2:23]4)=[O:21])=[CH:14][C:13]=3[Cl:33])=[CH:8][CH:9]=2)[CH:4]=[CH:3]1.[OH-].[K+].[OH-].[Na+]>O>[CH3:1][N:2]1[C:10]2[C:5](=[CH:6][C:7]([S:11][C:12]3[CH:17]=[CH:16][C:15](/[CH:18]=[CH:19]/[C:20]([N:22]4[CH2:27][CH2:26][CH:25]([C:28]([OH:30])=[O:29])[CH2:24][CH2:23]4)=[O:21])=[CH:14][C:13]=3[Cl:33])=[CH:8][CH:9]=2)[CH:4]=[CH:3]1 |f:1.2,3.4|. Procedure: The title compound was prepared by the procedures described in Example 155, substituting the ethyl ester from Example 137 with ethyl ester from Example 285, and KOH with NaOH, giving a white solid. 1H NMR (CDCl3, 300 MHz) δ 1.60-1.90 (m, 2H), 1.90-2.10 (m, 2H), 2.57-2.72 (m, 1H), 2.80-3.40 (m, 2H), 3.85 (s, 3H), 3.91-4.20 (m, 1H), 4.30-4.68 (m, 1H), 6.53 (d, J=3.0 Hz, 1H), 6.57 (d, J=8.1 Hz, 1H), 6.80 (d, J=15.3 Hz, 1H), 7.07 (d, J=8.1 Hz, 1H), 7.15 (d, J=3.0 Hz, 1H), 7.37 (dd, J=1.5, 9.0 Hz, 1H... Yields the product Cl.Cl.NC1=NC(=C(C(=N1)N)OCCCOC1=CC=NC2=CC=CC=C12)CC (2,4-diamino-6-ethyl-5-(3-(quinolin-4-yloxy)propoxy)pyrimidine dihydrochloride). Procedure: 2,4-diamino-6-ethyl-5-(3-(quinolin-4-yloxy)propoxy)pyrimidine (0.1740 g, 0.51 mmol) was suspended in methanol (1 mL) and 2 equivalents of concentrated HCl was added. The titled compound was obtained, after evaporation and trituration of the residue with acetonitrile, as an off-white crystalline solid (0.2004 g, 95%). 1H NMR (400 MHz, DMSO-d6): 1.04 (3H, t, J=7.6 Hz), 2.42 (2H, m), 2.45 (2H, t, J=7.0 Hz), 3.97 (2H, t, J=5.9 Hz), 4.72 (2H, t, J=5.9 Hz), 7.56 (2H, bs), 7.61 (1H, d, J=6.7 Hz), 7.87 ... Starting materials: NC1=NC(=C(C(=N1)N)OCCCOC1=CC=NC2=CC=CC=C12)CC (2,4-diamino-6-ethyl-5-(3-(quinolin-4-yloxy)propoxy)pyrimidine), Cl (HCl). As a reaction SMILES: [NH2:1][C:2]1[N:7]=[C:6]([NH2:8])[C:5]([O:9][CH2:10][CH2:11][CH2:12][O:13][C:14]2[C:23]3[C:18](=[CH:19][CH:20]=[CH:21][CH:22]=3)[N:17]=[CH:16][CH:15]=2)=[C:4]([CH2:24][CH3:25])[N:3]=1.[ClH:26]>CO>[ClH:26].[ClH:26].[NH2:1][C:2]1[N:7]=[C:6]([NH2:8])[C:5]([O:9][CH2:10][CH2:11][CH2:12][O:13][C:14]2[C:23]3[C:18](=[CH:19][CH:20]=[CH:21][CH:22]=3)[N:17]=[CH:16][CH:15]=2)=[C:4]([CH2:24][CH3:25])[N:3]=1 |f:3.4.5|. Solvent: CO (methanol). The product is C(C)(C)(C)C1=CC=CC2=C1OCC2 (7-tert-butyl-2,3-dihydrobenzo[b]furan). Conditions: time 0.5 hour. Starting materials: BrC1=C(C(=CC(=C1)Br)C(C)(C)C)OCCBr (1,5-dibromo-2-(2-bromoethoxy)-3-tert-butylbenzene), N#N (N2), [NH4+].[Cl-] (NH4Cl), C(CCC)[Li] (n-butyl lithium), CCCCCC (hexane). Solvent: O1CCCC1.CCCCCC (tetrahydrofuran hexane), CO.CCOCC (MeOH Et2O). Reaction SMILES: Br[C:2]1[CH:7]=[C:6](Br)[CH:5]=[C:4]([C:9]([CH3:12])([CH3:11])[CH3:10])[C:3]=1[O:13][CH2:14][CH2:15]Br.N#N.C([Li])CCC.CCCCCC.[NH4+].[Cl-]>O1CCCC1.CCCCCC.CO.CCOCC>[C:9]([C:4]1[C:3]2[O:13][CH2:14][CH2:15][C:2]=2[CH:7]=[CH:6][CH:5]=1)([CH3:12])([CH3:11])[CH3:10] |f:4.5,6.7,8.9|. Procedure: A cold solution of 1,5-dibromo-2-(2-bromoethoxy)-3-tert-butylbenzene (5.00 g, 12.05 mmol) in tetrahydrofuran/hexane (100 mL/20 mL) is cooled to -95° C. (MeOH/Et2O, liquid N2). A solution of n-butyl lithium in hexane (12 mL, 30.1 mmol) is added dropwise, and the reaction is allowed to stir for 0.5 h between -95° C. and -80° C. After 4 h, the reaction is poured onto saturated NH4Cl, and extracted with ethylacetate. The organic layer is washed twice with H2O and once with brine. The combined organi... Starting materials: CC(C)O, [H-], [Na+], COC(=O)CCN1CCC(C(c2ccccc2)c2ccccc2)CC1. Yields the product CC(C)OC(=O)CCN1CCC(C(c2ccccc2)c2ccccc2)CC1. Reaction SMILES: [CH:28]([CH3:29])([CH3:30])[OH:31].[H-:2].[Na+:1].[c:3]1([CH:9]([CH:10]2[CH2:11][CH2:12][N:13]([CH2:16][CH2:17][C:18](=[O:19])[O:20][CH3:21])[CH2:14][CH2:15]2)[c:22]2[cH:23][cH:24][cH:25][cH:26][cH:27]2)[cH:4][cH:5][cH:6][cH:7][cH:8]1>>[c:3]1([CH:9]([CH:10]2[CH2:11][CH2:12][N:13]([CH2:16][CH2:17][C:18](=[O:19])[O:31][CH:28]([CH3:29])[CH3:30])[CH2:14][CH2:15]2)[c:22]2[cH:23][cH:24][cH:25][cH:26][cH:27]2)[cH:4][cH:5][cH:6][cH:7][cH:8]1.